Dataset: the Open Reaction Database (ORD), a public repository of structured organic reaction records. Task: describe an organic reaction: reactants, conditions, products, and yield Reaction conditions: time 8 hour. RXN SMILES: [CH2:1]1[C:10]2[C:5](=[CH:6][CH:7]=[C:8]([CH:11]([C:16]3[CH:21]=[CH:20][N:19]=[CH:18][CH:17]=3)[CH2:12][C:13]([OH:15])=[O:14])[CH:9]=2)[CH2:4][CH2:3][NH:2]1.C(=O)(O)[O-].[Na+].[CH2:27](O)[CH3:28]>Cl>[CH2:27]([O:14][C:13](=[O:15])[CH2:12][CH:11]([C:8]1[CH:9]=[C:10]2[C:5]([CH2:4][CH2:3][NH:2][CH2:1]2)=[CH:6][CH:7]=1)[C:16]1[CH:21]=[CH:20][N:19]=[CH:18][CH:17]=1)[CH3:28] |f:1.2|. The product is C(C)OC(CC(C1=CC=NC=C1)C1=CC=C2CCNCC2=C1)=O (3-(1,2,3,4-Tetrahydro-isoquinolin-7-yl)-3-(pyrid4-yl)-propionic acid ethyl ester). Reagents/catalysts: Cl (hydrochloric acid). Reported procedure: A solution of 3-(1,2,3,4-tetrahydro-isoquinolin-7-yl)-3-(pyrid-4-yl)-propionic acid, enantiomer A {Reference Example 18(a)} in ethanol (50 mL) was treated with concentrated hydrochloric acid (two drops) and then heated at reflux temperature, under nitrogen, for 8 hours. The pH of the reaction mixture was adjusted to ˜5 by dropwise addition of sodium bicarbonate solution (5%) and this mixture was then evaporated to give the title compound which was used without further purification. Starting materials: C1NCCC2=CC=C(C=C12)C(CC(=O)O)C1=CC=NC=C1 (3-(1,2,3,4-tetrahydro-isoquinolin-7-yl)-3-(pyrid-4-yl)-propionic acid), C(C)O (ethanol), C([O-])(O)=O.[Na+] (sodium bicarbonate). The reactants are COc1cc(C(=O)N2CCCC2CO)c([N+](=O)[O-])c(OC)c1OCc1ccccc1, CO, [H][H], NN, O. The product is COc1cc(C(=O)N2CCCC2CO)c(N)c(OC)c1OCc1ccccc1. Reaction SMILES: [CH2:4]([c:5]1[cH:6][cH:7][cH:8][cH:9][cH:10]1)[O:11][c:12]1[c:13]([O:32][CH3:33])[c:14]([N+:29]([O-:30])=[O:31])[c:15]([C:16](=[O:17])[N:18]2[CH:19]([CH2:23][OH:24])[CH2:20][CH2:21][CH2:22]2)[cH:25][c:26]1[O:27][CH3:28].[CH3:36][OH:37].[H:34][H:35].[NH2:2][NH2:3].[OH2:1]>>[CH2:4]([c:5]1[cH:6][cH:7][cH:8][cH:9][cH:10]1)[O:11][c:12]1[c:13]([O:32][CH3:33])[c:14]([NH2:29])[c:15]([C:16](=[O:17])[N:18]2[CH:19]([CH2:23][OH:24])[CH2:20][CH2:21][CH2:22]2)[cH:25][c:26]1[O:27][CH3:28]. The reactants are ClC=1C=C(C=CC1F)C(CC(C(F)(F)F)=O)=O (1-(3-chloro-4-fluoro-phenyl)-4,4,4-trifluoro-butane-1,3-dione), 3-chloro-4-fluoro-acetophenone, NC1=NNC(=C1C#N)CC#N (3-amino-4-cyano-5-cyanomethyl-pyrazole). The product is ClC=1C=C(C=CC1F)C1=NC=2N(C(=C1)C(F)(F)F)N=C(C2C#N)CC#N (5-(3-Chloro-4-fluoro-phenyl)-2-cyanomethyl-7-trifluoromethyl-pyrazolo[1,5-a]pyrimidine-3-carbonitrile). The yield is 58.7%. As a reaction SMILES: [Cl:1][C:2]1[CH:3]=[C:4]([C:9](=O)[CH2:10][C:11](=O)[C:12]([F:15])([F:14])[F:13])[CH:5]=[CH:6][C:7]=1[F:8].[NH2:18][C:19]1[C:23]([C:24]#[N:25])=[C:22]([CH2:26][C:27]#[N:28])[NH:21][N:20]=1>>[Cl:1][C:2]1[CH:3]=[C:4]([C:9]2[CH:10]=[C:11]([C:12]([F:15])([F:14])[F:13])[N:20]3[N:21]=[C:22]([CH2:26][C:27]#[N:28])[C:23]([C:24]#[N:25])=[C:19]3[N:18]=2)[CH:5]=[CH:6][C:7]=1[F:8]. Reported procedure: Reaction of 1-(3-chloro-4-fluoro-phenyl)-4,4,4-trifluoro-butane-1,3-dione (269 mg, 1.0 mmol), prepared from commercially available 3-chloro-4-fluoro-acetophenone according to general procedure A, and commercially available 3-amino-4-cyano-5-cyanomethyl-pyrazole (147 mg, 1.0 mmol) according to general procedure B yielded the title compound as a light yellow solid (223 mg, 59%). MS (ISP) 380.1 [(M+H)+]; mp 185° C.